This data is from the Open Reaction Database (ORD), a public repository of structured organic reaction records. The task is: describe an organic reaction: reactants, conditions, products, and yield Procedure details: CDI (0.63 g, 3.9 mmol) was added to a solution of 4-(2-carboxyethyl)piperidine-1-carboxylic acid tert-butyl ester (1.00 g, 3.9 mmol) in anhydrous THF (7.6 ml), then the mixture was stirred for 45 min. In a separate vessel, 4-acetylpyridine (0.49 g, 4.1 mmol) was added slowly to a stirred solution of LDA (2.04 ml of a 2.0M solution in heptane-THF-ethylbenzene, 4.1 mmol) in anhydrous THF (15.3 ml) at −78° C. After 45 min, the solution of the acylimidazole was added slowly via cannula to the lithia... Product: C(C)(C)(C)OC(=O)N1CCC(CC1)CCC(CC(C1=CC=NC=C1)=O)=O (4-(3,5-Dioxo-5-pyridin-4-ylpentyl)piperidine-1-carboxylic acid tert-butyl ester). Starting materials: C1=CN(C=N1)C(=O)N2C=CN=C2 (CDI), C(C)(C)(C)OC(=O)N1CCC(CC1)CCC(=O)O (4-(2-carboxyethyl)piperidine-1-carboxylic acid tert-butyl ester), C(C)(=O)C1=CC=NC=C1 (4-acetylpyridine), [Li+].CC(C)[N-]C(C)C (LDA), solution, acylimidazole, C(C)(=O)C1=CC=NC=C1 (4-acetylpyridine). The solvent is CCOC(=O)C (EtOAc), C1CCOC1 (THF), CCCCCCC.C1CCOC1.C(C)C1=CC=CC=C1 (heptane THF ethylbenzene), C1CCOC1 (THF). As a reaction SMILES: C1N=CN(C(N2C=NC=C2)=O)C=1.[C:13]([O:17][C:18]([N:20]1[CH2:25][CH2:24][CH:23]([CH2:26][CH2:27][C:28]([OH:30])=O)[CH2:22][CH2:21]1)=[O:19])([CH3:16])([CH3:15])[CH3:14].[C:31]([C:34]1[CH:39]=[CH:38][N:37]=[CH:36][CH:35]=1)(=[O:33])[CH3:32].[Li+].CC([N-]C(C)C)C>C1COCC1.CCCCCCC.C1COCC1.C(C1C=CC=CC=1)C.CCOC(C)=O>[C:13]([O:17][C:18]([N:20]1[CH2:21][CH2:22][CH:23]([CH2:26][CH2:27][C:28](=[O:30])[CH2:32][C:31](=[O:33])[C:34]2[CH:39]=[CH:38][N:37]=[CH:36][CH:35]=2)[CH2:24][CH2:25]1)=[O:19])([CH3:14])([CH3:15])[CH3:16] |f:3.4,6.7.8|. Reaction conditions: temperature -78 celsius, time 45 minute. Starting materials: [NH4+].[Cl-] (NH4Cl), C(C=C)C1(C(C2=CC=C(C=C2CC1)C1=CC=C(C=C1)[N+](=O)[O-])=O)COC (2-Allyl-2-(methoxymethyl)-6-(4-nitrophenyl)-3,4-dihydronaphthalen-1(2H)-one). The reagents and catalysts are [Fe] (Iron). The solvent is C(C)O.O (ethanol water). Yields the product C(C=C)C1(C(C2=CC=C(C=C2CC1)C1=CC=C(C=C1)N)=O)COC (2-Allyl-6-(4-aminophenyl)-2-(methoxymethyl)-3,4-dihydronaphthalen-1(2H)-one). Isolated yield 80.8%. RXN SMILES: [NH4+].[Cl-].[CH2:3]([C:6]1([CH2:26][O:27][CH3:28])[CH2:15][CH2:14][C:13]2[C:8](=[CH:9][CH:10]=[C:11]([C:16]3[CH:21]=[CH:20][C:19]([N+:22]([O-])=O)=[CH:18][CH:17]=3)[CH:12]=2)[C:7]1=[O:25])[CH:4]=[CH2:5]>C(O)C.O.[Fe]>[CH2:3]([C:6]1([CH2:26][O:27][CH3:28])[CH2:15][CH2:14][C:13]2[C:8](=[CH:9][CH:10]=[C:11]([C:16]3[CH:17]=[CH:18][C:19]([NH2:22])=[CH:20][CH:21]=3)[CH:12]=2)[C:7]1=[O:25])[CH:4]=[CH2:5] |f:0.1,3.4|. Reported procedure: Iron powder (0.09 g, 1.7 mmol) and NH4Cl (0.023 g, 0.427 mmol) was added to a solution of 197F (0.3 g, 0.847 mmol) in 25 mL of ethanol-water (2:1) mixture. The reaction mixture was refluxed for 2 h, and solvent was removed under reduced pressure and extracted with ethyl acetate (40 mL). The organic layer was washed with water, dried over sodium sulphate, filtered and removed under reduced pressure to give title compound (0.22 g, %) as yellow solid. 1H NMR (300 MHz, DMSO-d6): 7.83 (d, J=8.4 Hz, 1... The reactants are CCCCCCCC(Oc1ccc(C(C)CC)cc1)C(=O)O, CSc1ccc2ncccc2c1N. Product: CCCCCCCC(Oc1ccc(C(C)CC)cc1)C(=O)Nc1c(SC)ccc2ncccc12. As a reaction SMILES: [CH:14]([CH3:15])([CH2:16][CH3:17])[c:18]1[cH:19][cH:20][c:21]([O:22][CH:23]([C:24](=[O:25])[OH:26])[CH2:27][CH2:28][CH2:29][CH2:30][CH2:31][CH2:32][CH3:33])[cH:34][cH:35]1.[NH2:1][c:2]1[c:3]2[cH:4][cH:5][cH:6][n:7][c:8]2[cH:9][cH:10][c:11]1[S:12][CH3:13]>>[NH:1]([c:2]1[c:3]2[cH:4][cH:5][cH:6][n:7][c:8]2[cH:9][cH:10][c:11]1[S:12][CH3:13])[C:24]([CH:23]([O:22][c:21]1[cH:20][cH:19][c:18]([CH:14]([CH3:15])[CH2:16][CH3:17])[cH:35][cH:34]1)[CH2:27][CH2:28][CH2:29][CH2:30][CH2:31][CH2:32][CH3:33])=[O:25].